This data is from the Open Reaction Database (ORD), a public repository of structured organic reaction records. The task is: describe an organic reaction: reactants, conditions, products, and yield Reactants: FC(C=1C=C(CN([C@H]2C[C@H](N(C2)CC2=CC=C(C=C2)Cl)C(=O)O)C)C=C(C1)C(F)(F)F)(F)F ((2S,4S)-4-[(3,5-bis-trifluoromethyl-benzyl)-methyl-amino]-1-(4-chloro-benzyl)-pyrrolidine-2-carboxylic acid), FC(C=1C=C(C=CC1)N1CCNCC1)(F)F (1-(3-trifluoromethyl-phenyl)-piperazine). The product is FC(C=1C=C(CN([C@H]2C[C@H](N(C2)CC2=CC=C(C=C2)Cl)C(=O)N2CCN(CC2)C2=CC(=CC=C2)C(F)(F)F)C)C=C(C1)C(F)(F)F)(F)F ([(2S,4S)-4-[(3,5-Bis-trifluoromethyl-benzyl)-methyl-amino]-1-(4-chloro-benzyl)-pyrrolidin-2-yl]-[4-(3-trifluoromethyl-phenyl)-piperazin-1-yl]-methanone). The yield is 10.0%. RXN SMILES: [F:1][C:2]([F:33])([F:32])[C:3]1[CH:4]=[C:5]([CH:25]=[C:26]([C:28]([F:31])([F:30])[F:29])[CH:27]=1)[CH2:6][N:7]([CH3:24])[C@@H:8]1[CH2:12][N:11]([CH2:13][C:14]2[CH:19]=[CH:18][C:17]([Cl:20])=[CH:16][CH:15]=2)[C@H:10]([C:21](O)=[O:22])[CH2:9]1.[F:34][C:35]([F:49])([F:48])[C:36]1[CH:37]=[C:38]([N:42]2[CH2:47][CH2:46][NH:45][CH2:44][CH2:43]2)[CH:39]=[CH:40][CH:41]=1>>[F:33][C:2]([F:1])([F:32])[C:3]1[CH:4]=[C:5]([CH:25]=[C:26]([C:28]([F:29])([F:30])[F:31])[CH:27]=1)[CH2:6][N:7]([CH3:24])[C@@H:8]1[CH2:12][N:11]([CH2:13][C:14]2[CH:19]=[CH:18][C:17]([Cl:20])=[CH:16][CH:15]=2)[C@H:10]([C:21]([N:45]2[CH2:46][CH2:47][N:42]([C:38]3[CH:39]=[CH:40][CH:41]=[C:36]([C:35]([F:34])([F:48])[F:49])[CH:37]=3)[CH2:43][CH2:44]2)=[O:22])[CH2:9]1. Procedure: As described for Example 64e, (2S,4S)-4-[(3,5-bis-trifluoromethyl-benzyl)-methyl-amino]-1-(4-chloro-benzyl)-pyrrolidine-2-carboxylic acid (1 mmol) was converted, using 1-(3-trifluoromethyl-phenyl)-piperazine instead of 2-cyclohexyl-1,3,8-triaza-spiro[4.5]dec-1-en-4-one, to the title compound (70.8 mg) in 10% yield as colorless oil. MS m/e=708.1 [M+H]+. RXN SMILES: [OH:1][C:2]1[CH:10]=[CH:9][C:5]([C:6]([NH2:8])=[O:7])=[CH:4][CH:3]=1.Br[CH2:12][C:13](=O)[C:14]([O:16][CH2:17][CH3:18])=[O:15].O1C=CN=C1>C(OCC)(=O)C>[OH:1][C:2]1[CH:10]=[CH:9][C:5]([C:6]2[O:7][CH:12]=[C:13]([C:14]([O:16][CH2:17][CH3:18])=[O:15])[N:8]=2)=[CH:4][CH:3]=1. Product: OC1=CC=C(C=C1)C=1OC=C(N1)C(=O)OCC (Ethyl 2-(4-Hydroxyphenyl)oxazole-4-carboxylate). Reported procedure: A mixture of 25.0 g (182.3 mmol) of 4-hydroxybenzamide and 23.0 mL (182.3 mmol) of ethyl bromopyruvate was stirred and heated at 115° C. for 30 minutes. The mixture cooled to room temperature and sat under N2 atmosphere overnight. Ethyl acetate (100 mL) was added and the mixture stirred for 1 hour. The solid oxazole (36.99 g, 158.6 mmol) was collected by suction filtration in 87% yield: 1H NMR (CDCl3) δ10.21 (broad s, 1H), 8.82 (s, 1H), 7.83 (d, J=8.7 Hz, 2H), 6.90 (d, J=8.7 Hz, 2H), 4.29 (q, 2H... The reactants are OC1=CC=C(C(=O)N)C=C1 (4-hydroxybenzamide), BrCC(C(=O)OCC)=O (ethyl bromopyruvate), O1C=NC=C1 (oxazole). Reaction conditions: temperature 115 celsius, time 8 hour. The solvent is C(C)(=O)OCC (Ethyl acetate). Isolated yield 87.0%.